This data is from the Open Reaction Database (ORD), a public repository of structured organic reaction records. The task is: describe an organic reaction: reactants, conditions, products, and yield Reactants: CCOCC, O=[Cr](=O)=O, c1ccncc1, CC(O)c1ccccc1-c1noc2ccccc12. The product is CC(=O)c1ccccc1-c1noc2ccccc12. RXN SMILES: [CH3:23][CH2:24][O:25][CH2:26][CH3:27].[O:19]=[Cr:20](=[O:21])=[O:22].[cH:28]1[cH:29][cH:30][n:31][cH:32][cH:33]1.[o:1]1[n:2][c:3](-[c:10]2[c:11]([CH:16]([OH:17])[CH3:18])[cH:12][cH:13][cH:14][cH:15]2)[c:4]2[c:5]1[cH:6][cH:7][cH:8][cH:9]2>>[o:1]1[n:2][c:3](-[c:10]2[c:11]([C:16](=[O:17])[CH3:18])[cH:12][cH:13][cH:14][cH:15]2)[c:4]2[c:5]1[cH:6][cH:7][cH:8][cH:9]2.